The task is: describe an organic reaction: reactants, conditions, products, and yield. This data is from the Open Reaction Database (ORD), a public repository of structured organic reaction records. Starting materials: CO, CCOC(C)=O, COC(=O)c1ccc(NC(=O)c2sc3ccc(OC)cc3c2SC(C)C)cc1, [Li+], [OH-], O, O. Yields the product COc1ccc2sc(C(=O)Nc3ccc(C(=O)O)cc3)c(SC(C)C)c2c1. RXN SMILES: [CH3:32][OH:33].[CH3:35][CH2:36][O:37][C:38](=[O:39])[CH3:40].[CH3:4][O:5][c:6]1[cH:7][c:8]2[c:9]([s:10][c:11]([C:17](=[O:18])[NH:19][c:20]3[cH:21][cH:22][c:23]([C:24](=[O:25])[O:26][CH3:27])[cH:28][cH:29]3)[c:12]2[S:13][CH:14]([CH3:15])[CH3:16])[cH:30][cH:31]1.[Li+:3].[OH-:2].[OH2:1].[OH2:34]>>[CH3:4][O:5][c:6]1[cH:7][c:8]2[c:9]([s:10][c:11]([C:17](=[O:18])[NH:19][c:20]3[cH:21][cH:22][c:23]([C:24](=[O:25])[OH:26])[cH:28][cH:29]3)[c:12]2[S:13][CH:14]([CH3:15])[CH3:16])[cH:30][cH:31]1. The reactants are CN(C)C=O, CC1NC(=O)NN=C1c1ccc(N)cc1, S=C=Nc1ccccc1. The product is CC1NC(=O)NN=C1c1ccc(NC(=S)Nc2ccccc2)cc1. Reaction SMILES: [CH3:25][N:26]([CH3:27])[CH:28]=[O:29].[NH2:1][c:2]1[cH:3][cH:4][c:5]([C:8]2=[N:13][NH:12][C:11](=[O:14])[NH:10][CH:9]2[CH3:15])[cH:6][cH:7]1.[c:16]1([N:22]=[C:23]=[S:24])[cH:17][cH:18][cH:19][cH:20][cH:21]1>>[NH:1]([c:2]1[cH:3][cH:4][c:5]([C:8]2=[N:13][NH:12][C:11](=[O:14])[NH:10][CH:9]2[CH3:15])[cH:6][cH:7]1)[C:23]([NH:22][c:16]1[cH:17][cH:18][cH:19][cH:20][cH:21]1)=[S:24]. The reactants are O=C1CC[C@H](N1)C(=O)OC(C)(C)C (1,1-dimethylethyl 5-oxo-L-prolinate), [H-].[Na+] (sodium hydride), [H-].[Na+] (sodium hydride), C(C)I (ethyl iodide), C(C)I (Ethyl iodide), O (Water). The solvent is O1CCCC1 (tetrahydrofuran), C1(=CC=CC=C1)C (Toluene). Run at time 5 minute. Yields the product C(C)N1[C@H](C(=O)OC(C)(C)C)CCC1=O (1,1-dimethylethyl 1-ethyl-5-oxo-prolinate). RXN SMILES: [O:1]=[C:2]1[NH:6][C@H:5]([C:7]([O:9][C:10]([CH3:13])([CH3:12])[CH3:11])=[O:8])[CH2:4][CH2:3]1.[H-].[Na+].[CH2:16](I)[CH3:17].O>O1CCCC1.C1(C)C=CC=CC=1>[CH2:16]([N:6]1[C:2](=[O:1])[CH2:3][CH2:4][C@H:5]1[C:7]([O:9][C:10]([CH3:13])([CH3:12])[CH3:11])=[O:8])[CH3:17] |f:1.2|. Reported procedure: 1,1-dimethylethyl 5-oxo-L-prolinate (2.7 g, 12 mmol, prepared as described in Synth. Comm., 2005, 35(8), 1129) was added to a suspension of sodium hydride (0.428 g (60% suspension in oil), 10.7 mmol) in tetrahydrofuran (6 ml) and the mixture was stirred at room temperature for 5 minutes. Ethyl iodide (1.67 g, 10.7 mmol) was then added and the mixture was heated at 40° C. for 2 hrs. A further quantity of sodium hydride (0.24 g) was added and stirring continued overnight at room temperature. An ad...